This data is from the Open Reaction Database (ORD), a public repository of structured organic reaction records. The task is: describe an organic reaction: reactants, conditions, products, and yield Conditions: temperature -78 celsius, time 30 minute. Starting materials: C(C)(C)(C)[Li] (tert-Butyl lithium), IC(C[C@H]1OC(OC1)(C)C)=C ((R)-4-(2-iodoallyl)-2,2-dimethyl-1,3-dioxolane), CCOCC (ether), S(=O)(Cl)Cl (thionyl chloride), CCOCC (ether). Reaction SMILES: C([Li])(C)(C)C.I[C:7](=[CH2:16])[CH2:8][C@@H:9]1[CH2:13][O:12][C:11]([CH3:15])([CH3:14])[O:10]1.[S:17]([Cl:20])(Cl)=[O:18].CC[O:23]CC>>[CH3:14][C:11]1([CH3:15])[O:10][C@H:9]([CH2:8][C:7]([S:17]([Cl:20])(=[O:18])=[O:23])=[CH2:16])[CH2:13][O:12]1. Procedure details: tert-Butyl lithium is added to a solution of (R)-4-(2-iodoallyl)-2,2-dimethyl-1,3-dioxolane in ether at −78° C. and the mixture stirred at −78° C. for 30 mins. A solution of thionyl chloride in ether is then added, the mixture warmed to room temperature and concentrated under reduced pressure. The residue is dissolved in chloroform, filtered and dried under reduced pressure. Yields the product CC1(OC[C@H](O1)CC(=C)S(=O)(=O)Cl)C ((R)-3-(2,2-dimethyl-1,3-dioxolan-4-yl)prop-1-ene-2-sulfonyl chloride). Reactants: P(=O)(O)(O)O.BrC1=C(C=C(CON)C=C1)O (4-bromo-3-hydroxybenzyloxyamine phosphate), C(=O)NC=1SC=C(N1)C(C(=O)O)=O (2-(2-Formamidothiazol-4-yl)glyoxylic acid), C([O-])(O)=O.[Na+] (sodium bicarbonate). The solvent is O (water), C(C)O (ethanol). Run at time 2 hour. The product is C(=O)NC=1SC=C(N1)C(C(=O)O)=NOCC1=CC(=C(C=C1)Br)O (2-(2-formamidothiazol-4-yl)-2-(4-bromo-3-hydroxybenzyloxyimino)acetic acid). Isolated yield 74.0%. RXN SMILES: P(O)(O)(O)=O.[Br:6][C:7]1[CH:15]=[CH:14][C:10]([CH2:11][O:12][NH2:13])=[CH:9][C:8]=1[OH:16].C(=O)(O)[O-].[Na+].[CH:22]([NH:24][C:25]1[S:26][CH:27]=[C:28]([C:30](=O)[C:31]([OH:33])=[O:32])[N:29]=1)=[O:23]>O.C(O)C>[CH:22]([NH:24][C:25]1[S:26][CH:27]=[C:28]([C:30](=[N:13][O:12][CH2:11][C:10]2[CH:14]=[CH:15][C:7]([Br:6])=[C:8]([OH:16])[CH:9]=2)[C:31]([OH:33])=[O:32])[N:29]=1)=[O:23] |f:0.1,2.3|. Reported procedure: The solution of 4-bromo-3-hydroxybenzyloxyamine phosphate (17.4 g.) in water (200 ml.) and ethanol (200 ml.) was stirred at room temperature and adjusted to pH 7.0 with sodium bicarbonate. 2-(2-Formamidothiazol-4-yl)glyoxylic acid (10.0 g.) was added to the solution and the resulting suspension was adjusted to pH 4.0 to 4.5. After stirring the solution at room temperature for 2 hours, ethanol was removed from the resultant solution in vacuo. Ethyl acetate was added to aqueous residue and adjuste... Starting materials: C(C)(C)(C)OC(=O)N[C@H]1CNC2=C(NC1=O)C=CC=C2 (3(S)-tert-Butoxycarbonylamino-1,3,4,5-tetrahydro-benzo[b][1,4]diazepin-2-one), C(C)(=O)OCC (ethyl acetate), Cl.CN(CCCN=C=NCC)C (1-(3-Dimethylaminopropyl)-3-ethylcarbodiimide hydrochloride), C(C)(C)(C)OC(=O)NC(C(=O)O)CNC1=C(C=CC=C1)N (2-tert-butoxycarbonylamino-3-(2-aminophenylamino)propionic acid). Run in CN(C=O)C (dimethylformamide). Run at time 18 hour. The product is COC(CN1C2=C(NCC(C1=O)NC(=O)OC(C)(C)C)C=CC=C2)=O ((3-tert-Butoxycarbonylamino-2-oxo-2,3,4,5-tetrahydro-benzo[b][1,4]diazepin-1-yl)acetic Acid Methyl Ester). Yield: 71.0%. As a reaction SMILES: [C:1]([O:5][C:6]([NH:8][C@@H:9]1[C:15](=[O:16])[NH:14][C:13]2[CH:17]=[CH:18][CH:19]=[CH:20][C:12]=2[NH:11][CH2:10]1)=[O:7])([CH3:4])([CH3:3])[CH3:2].Cl.CN(C)CCCN=C=NCC.C(OC(NC(CNC1C=CC=CC=1N)C(O)=O)=O)(C)(C)C.[C:54]([O:57][CH2:58]C)(=[O:56])[CH3:55]>CN(C)C=O>[CH3:58][O:57][C:54](=[O:56])[CH2:55][N:14]1[C:15](=[O:16])[CH:9]([NH:8][C:6]([O:5][C:1]([CH3:4])([CH3:2])[CH3:3])=[O:7])[CH2:10][NH:11][C:12]2[CH:20]=[CH:19][CH:18]=[CH:17][C:13]1=2 |f:1.2|. Procedure details: 3(S)-tert-Butoxycarbonylamino-1,3,4,5-tetrahydro-benzo[b][1,4]diazepin-2-one. 1-(3-Dimethylaminopropyl)-3-ethylcarbodiimide hydrochloride (8.54 g, 44.5 mmol) was added to a cooled (0° C.) solution of 2-tert-butoxycarbonylamino-3-(2-aminophenylamino)propionic acid (11.95 g, 40.5 mmol) in 100 ml of dimethylformamide and stirred for 18 hours. The reaction was poured into 700 ml of ethyl acetate and washed four times with 100 ml of water. The organic layer was dried over anhydrous sodium sulfate, fi... Reactants: C=O (formaldehyde), C(O)([O-])=O.[Na+] (sodium hydrogen carbonate), [Br-].C(=O)N[C@H]1[C@@H]2N(C(=C(CS2)C[P+](C2=CC=CC=C2)(C2=CC=CC=C2)C2=CC=CC=C2)C(=O)OCC(Cl)(Cl)Cl)C1=O ([7β-formamido-4-(2,2,2-trichloroethoxycarbonyl)ceph-3-em-3-ylmethyl]-triphenylphosphonium bromide). Run in C(Cl)Cl (methylene chloride). Run at time 45 minute. Yields the product C(=O)N[C@H]1[C@@H]2N(C(=C(CS2)C=C)C(=O)OCC(Cl)(Cl)Cl)C1=O (2,2,2-Trichloroethyl 7β-Formamido-3-vinylceph-3-em-4-carboxylate). As a reaction SMILES: [CH2:1]=[O:2].[C:3](=O)([O-])O.[Na+].[Br-].C([NH:11][C@@H:12]1[C:47](=[O:48])[N:14]2[C:15]([C:39]([O:41][CH2:42][C:43]([Cl:46])([Cl:45])[Cl:44])=[O:40])=[C:16]([CH2:19][P+](C3C=CC=CC=3)(C3C=CC=CC=3)C3C=CC=CC=3)[CH2:17][S:18][C@H:13]12)=O>C(Cl)Cl>[CH:1]([NH:11][C@@H:12]1[C:47](=[O:48])[N:14]2[C:15]([C:39]([O:41][CH2:42][C:43]([Cl:44])([Cl:45])[Cl:46])=[O:40])=[C:16]([CH:19]=[CH2:3])[CH2:17][S:18][C@H:13]12)=[O:2] |f:1.2,3.4|. Procedure: 40% -Aqueous formaldehyde solution (4 ml.) and 4%-aqueous sodium hydrogen carbonate solution (6 ml.) were added to a vigorously stirred solution of [7β-formamido-4-(2,2,2-trichloroethoxycarbonyl)ceph-3-em-3-ylmethyl]-triphenylphosphonium bromide (357 mg., 0.5 mmole) in methylene chloride (20 ml.). The two-phase mixture was stirred for 45 minutes, and the organic phase was washed with 2N-hydrochloric acid and water (20 ml. of each), dried (MgSO4), and evaporated to an oil (0.35 g). this was subje... Starting materials: CSC1=NC=C2C(=N1)NC(N(C2)C2=C(C=CC=C2)C)=O (7-methylthio-3-ortho-tolyl-3,4-dihydropyrimido[4,5-d]pyrimidin-2(1H)-one), ClN1C(CCC1=O)=O (N-chlorosuccinimide), N[C@@H]1CC[C@H](CC1)O (trans-4-aminocyclohexanol). The solvent is CN1C(CCC1)=O (1-methyl-2-pyrrolidinone), CN1C(CCC1)=O (1-methyl-2-pyrrolidinone), O (water), O (water). Reaction conditions: temperature 25 celsius, time 1.5 hour. The product is O[C@@H]1CC[C@H](CC1)NC1=NC=C2C(=N1)NC(N(C2)C2=C(C=CC=C2)C)=O (7-(trans-4-hydroxycyclohexylamino)-3-ortho-tolyl-3,4-dihydropyrimido[4,5-d]pyrimidin-2(1H)-one). The yield is 24.9%. RXN SMILES: CS[C:3]1[N:8]=[C:7]2[NH:9][C:10](=[O:20])[N:11]([C:13]3[CH:18]=[CH:17][CH:16]=[CH:15][C:14]=3[CH3:19])[CH2:12][C:6]2=[CH:5][N:4]=1.ClN1C(=O)CCC1=O.[NH2:29][C@H:30]1[CH2:35][CH2:34][C@H:33]([OH:36])[CH2:32][CH2:31]1>CN1CCCC1=O.O>[OH:36][C@H:33]1[CH2:34][CH2:35][C@H:30]([NH:29][C:3]2[N:8]=[C:7]3[NH:9][C:10](=[O:20])[N:11]([C:13]4[CH:18]=[CH:17][CH:16]=[CH:15][C:14]=4[CH3:19])[CH2:12][C:6]3=[CH:5][N:4]=2)[CH2:31][CH2:32]1. Procedure: A solution of sulfide 10.2 (2 g) in 4 mL 1-methyl-2-pyrrolidinone was combined with N-chlorosuccinimide (1.03 g) in 4 mL 1-methyl-2-pyrrolidinone and 0.125 g water, and the mixture was stirred for 1.5 hours at 25° C. To this solution was added trans-4-aminocyclohexanol (2.65 g). The mixture was heated to 60° C. for 48 hours, cooled to 20-25° C. and treated with 10 mL water. This mixture was cooled to 5° C. and stirred for 2 hours. The solid was collected by filtration, washed with water, hexanes... Reactants: FC1=CC=C(C=C1)C=1N=C(NC1C1=CC=C(C=C1)F)C(C)C (4,5-bis(4-fluorophenyl)-2-(1-methylethyl)-1H-imidazole), C(C#C)=O (propiolaldehyde). Run in C1CCOC1 (THF), CC(=O)C (acetone). The product is FC1=CC=C(C=C1)C=1N=C(N(C1C1=CC=C(C=C1)F)/C=C/C=O)C(C)C ((E)-3-[4,5-Bis(4-fluorophenyl)-2-(1-methylethyl)-1H-imidazol-1-yl]-2-propenal). Reaction SMILES: [F:1][C:2]1[CH:7]=[CH:6][C:5]([C:8]2[N:9]=[C:10]([CH:20]([CH3:22])[CH3:21])[NH:11][C:12]=2[C:13]2[CH:18]=[CH:17][C:16]([F:19])=[CH:15][CH:14]=2)=[CH:4][CH:3]=1.[CH:23](=[O:26])[C:24]#[CH:25]>C1COCC1.CC(C)=O>[F:19][C:16]1[CH:17]=[CH:18][C:13]([C:12]2[N:11]=[C:10]([CH:20]([CH3:22])[CH3:21])[N:9](/[CH:25]=[CH:24]/[CH:23]=[O:26])[C:8]=2[C:5]2[CH:4]=[CH:3][C:2]([F:1])=[CH:7][CH:6]=2)=[CH:14][CH:15]=1. Reported procedure: A solution of 4,5-bis(4-fluorophenyl)-2-(1-methylethyl)-1H-imidazole (200 mg) and propiolaldehyde (75% solution in toluene, 0.15 ml) in dry THF (15 ml) were heated under reflux, under nitrogen for 24 h. The residue was dissolved in acetone and absorbed onto silica gel before purifying by CC eluting with petroleum ether (b.p. 40°-60°)/ethyl acetate (2:1) to give the title compound (84 mg) as a pale yellow solid, δ(CDCl3), 1.49 (d,J=7 Hz, Me2CH), 3.25 (septet, J=7 Hz, Me2CH), 5.67 (dd,J=15 Hz, 7 H...